From a dataset of the Open Reaction Database (ORD), a public repository of structured organic reaction records. describe an organic reaction: reactants, conditions, products, and yield Yields the product C#Cc1cccc(N(C)C2CC2)c1. Reactants: O=C([O-])[O-], CO, CN(c1cccc(C#C[Si](C)(C)C)c1)C1CC1, [K+], [K+]. Reaction SMILES: [C:18](=[O:19])([O-:20])[O-:21].[CH3:24][OH:25].[CH:1]1([N:4]([c:5]2[cH:6][c:7]([C:11]#[C:12][Si:13]([CH3:14])([CH3:15])[CH3:16])[cH:8][cH:9][cH:10]2)[CH3:17])[CH2:2][CH2:3]1.[K+:22].[K+:23]>>[CH:1]1([N:4]([c:5]2[cH:6][c:7]([C:11]#[CH:12])[cH:8][cH:9][cH:10]2)[CH3:17])[CH2:2][CH2:3]1. Reactants: [Si](C)(C)(C(C)(C)C)O[C@@H]1C[C@H](N(C1)C(=O)OCC1=CC=C(C=C1)[N+](=O)[O-])C=1NCCN1 ((2S,4R)-4-t-butyldimethylsilyloxy-2-(2-imidazolin-2-yl)-1-(4-nitrobenzyloxycarbonyl)pyrrolidine), [H-].[Na+] (sodium hydride), [N+](=O)([O-])C1=CC=C(COC(=O)Cl)C=C1 (4-nitrobenzyloxycarbonyl chloride), C(C)(=O)O (acetic acid). Run in O1CCCC1 (tetrahydrofuran), ClCCl (dichloromethane). Run at temperature 0 celsius, time 1.5 hour. Product: [Si](C)(C)(C(C)(C)C)O[C@@H]1C[C@H](N(C1)C(=O)OCC1=CC=C(C=C1)[N+](=O)[O-])C=1N(CCN1)C(=O)OCC1=CC=C(C=C1)[N+](=O)[O-] ((2S,4R)-4-t-butyldimethylsilyloxy-1-(4-nitrobenzyloxycarbonyl)-2-[1-(4-nitrobenzyloxycarbonyl)-2-imidazolin-2-yl]pyrrolidine). Yield: 107.6%. As a reaction SMILES: [Si:1]([O:8][C@H:9]1[CH2:13][N:12]([C:14]([O:16][CH2:17][C:18]2[CH:23]=[CH:22][C:21]([N+:24]([O-:26])=[O:25])=[CH:20][CH:19]=2)=[O:15])[C@H:11]([C:27]2[NH:28][CH2:29][CH2:30][N:31]=2)[CH2:10]1)([C:4]([CH3:7])([CH3:6])[CH3:5])([CH3:3])[CH3:2].[H-].[Na+].[N+:34]([C:37]1[CH:47]=[CH:46][C:40]([CH2:41][O:42][C:43](Cl)=[O:44])=[CH:39][CH:38]=1)([O-:36])=[O:35].C(O)(=O)C>O1CCCC1.ClCCl>[Si:1]([O:8][C@H:9]1[CH2:13][N:12]([C:14]([O:16][CH2:17][C:18]2[CH:23]=[CH:22][C:21]([N+:24]([O-:26])=[O:25])=[CH:20][CH:19]=2)=[O:15])[C@H:11]([C:27]2[N:28]([C:43]([O:42][CH2:41][C:40]3[CH:39]=[CH:38][C:37]([N+:34]([O-:36])=[O:35])=[CH:47][CH:46]=3)=[O:44])[CH2:29][CH2:30][N:31]=2)[CH2:10]1)([C:4]([CH3:7])([CH3:5])[CH3:6])([CH3:2])[CH3:3] |f:1.2|. Procedure details: To a solution of (2S,4R)-4-t-butyldimethylsilyloxy-2-(2-imidazolin-2-yl)-1-(4-nitrobenzyloxycarbonyl)pyrrolidine (930 mg) in tetrahydrofuran (20 ml) was added sodium hydride (62.8% suspension in oil, 103 mg), and to this mixture was dropwise added a solution of 4-nitrobenzyloxycarbonyl chloride (531 mg) in dichloromethane (15 ml) at 0° C. After stirring at 0° C. for 1.5 hours, acetic acid (0.18 ml) was added thereto. The mixture was evaporated, extracted with ethyl acetate, and washed with satur... Reactants: C(O)NC(C=C)=O (N-methylolacrylamide), C(C=C)(=O)N (acrylamide), C=O (CH2O), C(C)OC(C=C)=O (ethylacrylate), C(C1=CC=CC=C1)(=O)OOC(C1=CC=CC=C1)=O (dibenzoylperoxide), C=O (CH2O). The solvent is CC(=O)C (acetone), NaNO3. Yields the product C(O)C(C(=O)N)=C.C(C=C)(=O)N.C(C)OC(C=C)=O (methylolacrylamide acrylamide ethylacrylate). Reaction SMILES: C([NH:3][C:4](=[O:7])[CH:5]=[CH2:6])O.[C:8]([NH2:12])(=[O:11])[CH:9]=[CH2:10].[CH2:13]([O:15][C:16](=[O:19])[CH:17]=[CH2:18])[CH3:14].C(OOC(=O)C1C=CC=CC=1)(=O)C1C=CC=CC=1.C=O>CC(C)=O>[CH2:8]([C:5](=[CH2:6])[C:4]([NH2:3])=[O:7])[OH:11].[C:8]([NH2:12])(=[O:11])[CH:9]=[CH2:10].[CH2:13]([O:15][C:16](=[O:19])[CH:17]=[CH2:18])[CH3:14] |f:6.7.8|. Procedure details: 36 g of recrystallized N-methylolacrylamide and 20 g of recrystallized acrylamide were dissolved in 1200 ml of acetone, then added with 23 ml of freshly dissolved ethylacrylate and 0.36 g of dibenzoylperoxide and heatedto reflux for 6 hours while stirring under nitrogen atmosphere. After cooling the polymer was filtered, washed with acetone and dried as usual. Yield: 63 g. Analytical results: free CH2O: absent; total CH2O: 16.23%; [η]: 1.20 dl/g in NaNO3 1 N at 30° C. The reactants are Clc1cccc(Cl)c1OCCBr, CCOC(C)=O, CCCCO, CCCCCC, Fc1ccc(C(c2ccc(F)cc2)C2CCNCC2)cc1. The product is Fc1ccc(C(c2ccc(F)cc2)C2CCN(CCOc3c(Cl)cccc3Cl)CC2)cc1. As a reaction SMILES: [Br:22][CH2:23][CH2:24][O:25][c:26]1[c:27]([Cl:33])[cH:28][cH:29][cH:30][c:31]1[Cl:32].[C:34]([O:35][CH2:36][CH3:37])(=[O:38])[CH3:39].[CH2:46]([OH:47])[CH2:48][CH2:49][CH3:50].[CH3:40][CH2:41][CH2:42][CH2:43][CH2:44][CH3:45].[F:1][c:2]1[cH:3][cH:4][c:5]([CH:8]([CH:9]2[CH2:10][CH2:11][NH:12][CH2:13][CH2:14]2)[c:15]2[cH:16][cH:17][c:18]([F:21])[cH:19][cH:20]2)[cH:6][cH:7]1>>[F:1][c:2]1[cH:3][cH:4][c:5]([CH:8]([CH:9]2[CH2:10][CH2:11][N:12]([CH2:23][CH2:24][O:25][c:26]3[c:27]([Cl:33])[cH:28][cH:29][cH:30][c:31]3[Cl:32])[CH2:13][CH2:14]2)[c:15]2[cH:16][cH:17][c:18]([F:21])[cH:19][cH:20]2)[cH:6][cH:7]1. Starting materials: CI, CN(C)C=O, [H-], Nc1ccn(C2OC(CO)C(O)C2O)c(=O)n1, [Na+]. Yields the product COC1C(O)C(CO)OC1n1ccc(N)nc1=O. RXN SMILES: [CH3:20][I:21].[CH3:22][N:23]([CH3:24])[CH:25]=[O:26].[H-:18].[NH2:1][c:2]1[cH:3][cH:4][n:5]([CH:6]2[O:7][CH:8]([CH2:9][OH:10])[CH:11]([OH:12])[CH:13]2[OH:14])[c:15](=[O:16])[n:17]1.[Na+:19]>>[NH2:1][c:2]1[cH:3][cH:4][n:5]([CH:6]2[O:7][CH:8]([CH2:9][OH:10])[CH:11]([OH:12])[CH:13]2[O:14][CH3:20])[c:15](=[O:16])[n:17]1. The reactants are CC(C)(C)OC([NH-])=O, CCOC(=O)C1(C(=O)OCC)CCCN1c1ccc(Oc2ccc(C=O)cc2)nc1, CC[SiH](CC)CC, CCOC(C)=O, CC#N, O=C(O)C(F)(F)F. Reaction SMILES: [C:31]([CH3:32])([CH3:33])([CH3:34])[O:35][C:36](=[O:37])[NH-:38].[CH2:1]([CH3:2])[O:3][C:4](=[O:5])[C:6]1([C:26](=[O:27])[O:28][CH2:29][CH3:30])[N:7]([c:11]2[cH:12][n:13][c:14]([O:17][c:18]3[cH:19][cH:20][c:21]([CH:24]=[O:25])[cH:22][cH:23]3)[cH:15][cH:16]2)[CH2:8][CH2:9][CH2:10]1.[CH2:39]([SiH:40]([CH2:41][CH3:42])[CH2:43][CH3:44])[CH3:45].[CH3:53][CH2:54][O:55][C:56](=[O:57])[CH3:58].[CH3:59][C:60]#[N:61].[OH:46][C:47]([C:48]([F:49])([F:50])[F:51])=[O:52]>>[CH2:1]([CH3:2])[O:3][C:4](=[O:5])[C:6]1([C:26](=[O:27])[O:28][CH2:29][CH3:30])[N:7]([c:11]2[cH:12][n:13][c:14]([O:17][c:18]3[cH:19][cH:20][c:21]([CH2:24][NH:38][C:36]([O:35][C:31]([CH3:32])([CH3:33])[CH3:34])=[O:37])[cH:22][cH:23]3)[cH:15][cH:16]2)[CH2:8][CH2:9][CH2:10]1. Yields the product CCOC(=O)C1(C(=O)OCC)CCCN1c1ccc(Oc2ccc(CNC(=O)OC(C)(C)C)cc2)nc1.